Dataset: the Open Reaction Database (ORD), a public repository of structured organic reaction records. Task: describe an organic reaction: reactants, conditions, products, and yield Yields the product CCCN1CCCC(O)(c2cccc3c2ccn3C)C1. As a reaction SMILES: [CH2:7]([CH2:8][CH3:9])[I:10].[CH3:12][n:13]1[cH:14][cH:15][c:16]2[c:17]([C:22]3([OH:28])[CH2:23][NH:24][CH2:25][CH2:26][CH2:27]3)[cH:18][cH:19][cH:20][c:21]12.[CH3:29][N:30]([CH3:31])[CH:32]=[O:33].[ClH:11].[Na+:1].[Na+:2].[O-:3][C:4](=[O:5])[O-:6].[OH2:34]>>[CH2:7]([CH2:8][CH3:9])[N:24]1[CH2:23][C:22]([c:17]2[c:16]3[cH:15][cH:14][n:13]([CH3:12])[c:21]3[cH:20][cH:19][cH:18]2)([OH:28])[CH2:27][CH2:26][CH2:25]1. The reactants are CCCI, Cn1ccc2c(C3(O)CCCNC3)cccc21, CN(C)C=O, Cl, [Na+], [Na+], O=C([O-])[O-], O. Solvent: CN1C(CCC1)=O (N-methylpyrrolidine-2-one). Reported procedure: Prepared according to Method B of the General Procedures for Preparation of 5-(S)-(N-Acylaminomethyl)-3-[4′-(substituted)thio-3′-fluorophenyl]oxazoli-dine-2-ones from 5-(S)-acetamidomethyl-3-[4′-(triphenylmethyl)thio-3′-fluorophenyl]oxazolidine-2-one with 2-chloroethyl methyl ether (0.036 g, 0.38 mmol) in N-methylpyrrolidine-2-one (1 mL). The synthesis was performed at r.t. for 2 h. The crude product was purified by TLC (eluent: 10% methanol in dichloromethane). Yield 0.034 g (52%). MS (m/z): 34... Reaction conditions: time 2 hour. Starting materials: 5-(S)-(N-Acylaminomethyl)-3-[4′-(substituted)thio-3′-fluorophenyl]oxazoli-dine-2-ones, C(C)(=O)NC[C@H]1CN(C(O1)=O)C1=CC(=C(C=C1)SC(C1=CC=CC=C1)(C1=CC=CC=C1)C1=CC=CC=C1)F (5-(S)-acetamidomethyl-3-[4′-(triphenylmethyl)thio-3′-fluorophenyl]oxazolidine-2-one), COCCCl (2-chloroethyl methyl ether). The product is C(C)(=O)NC[C@H]1CN(C(O1)=O)C1=CC(=C(C=C1)SCCOC)F (5-(S)-Acetamidomethyl-3-[4′-(2″-methoxyethyl)thio-3′-fluorophenyl]oxazolidine-2-one). As a reaction SMILES: [C:1]([NH:4][CH2:5][C@@H:6]1[O:10][C:9](=[O:11])[N:8]([C:12]2[CH:17]=[CH:16][C:15]([S:18][C:19]([C:32]3C=CC=CC=3)(C3C=CC=CC=3)C3C=CC=CC=3)=[C:14]([F:38])[CH:13]=2)[CH2:7]1)(=[O:3])[CH3:2].[CH3:39][O:40]CCCl>CN1CCCC1=O>[C:1]([NH:4][CH2:5][C@@H:6]1[O:10][C:9](=[O:11])[N:8]([C:12]2[CH:17]=[CH:16][C:15]([S:18][CH2:19][CH2:32][O:40][CH3:39])=[C:14]([F:38])[CH:13]=2)[CH2:7]1)(=[O:3])[CH3:2]. Reactants: CC(=O)Cl, Cc1c(NC(c2nnc(-c3ccccc3)o2)C(C)O)ccc(C#N)c1Cl, ClCCl, c1ccncc1. Product: CC(=O)OC(C)C(Nc1ccc(C#N)c(Cl)c1C)c1nnc(-c2ccccc2)o1. As a reaction SMILES: [CH3:27][C:28]([Cl:29])=[O:30].[Cl:1][c:2]1[c:3]([C:4]#[N:5])[cH:6][cH:7][c:8]([NH:11][CH:12]([CH:13]([CH3:14])[OH:15])[c:16]2[o:17][c:18](-[c:21]3[cH:22][cH:23][cH:24][cH:25][cH:26]3)[n:19][n:20]2)[c:9]1[CH3:10].[Cl:37][CH2:38][Cl:39].[cH:31]1[cH:32][cH:33][n:34][cH:35][cH:36]1>>[Cl:1][c:2]1[c:3]([C:4]#[N:5])[cH:6][cH:7][c:8]([NH:11][CH:12]([CH:13]([CH3:14])[O:15][C:28]([CH3:27])=[O:30])[c:16]2[o:17][c:18](-[c:21]3[cH:22][cH:23][cH:24][cH:25][cH:26]3)[n:19][n:20]2)[c:9]1[CH3:10]. Starting materials: CN1CCC(O)(c2ccc(Br)cc2)CC1, CN1CC=C(c2ccc(Br)cc2)CC1, CCN(CC)S(F)(F)F, ClCCl. The product is CN1CCC(F)(c2ccc(Br)cc2)CC1. As a reaction SMILES: [Br:10][c:11]1[cH:12][cH:13][c:14]([C:17]2([OH:24])[CH2:18][CH2:19][N:20]([CH3:23])[CH2:21][CH2:22]2)[cH:15][cH:16]1.[Br:25][c:26]1[cH:27][cH:28][c:29]([C:30]2=[CH:36][CH2:35][N:33]([CH3:34])[CH2:32][CH2:31]2)[cH:37][cH:38]1.[CH2:1]([N:2]([S:3]([F:4])([F:5])[F:7])[CH2:6][CH3:8])[CH3:9].[Cl:39][CH2:40][Cl:41]>>[F:7][C:17]1([c:14]2[cH:13][cH:12][c:11]([Br:10])[cH:16][cH:15]2)[CH2:18][CH2:19][N:20]([CH3:23])[CH2:21][CH2:22]1.